Dataset: the Open Reaction Database (ORD), a public repository of structured organic reaction records. Task: describe an organic reaction: reactants, conditions, products, and yield The reactants are CN1CCNCC1, CC#N, COc1cc2c(nc1OC)c(-c1cc3c(Cl)ccnc3n1S(=O)(=O)c1ccc(C)cc1)cn2CCI, [K+], [K+], O=C([O-])[O-]. Yields the product COc1cc2c(nc1OC)c(-c1cc3c(Cl)ccnc3n1S(=O)(=O)c1ccc(C)cc1)cn2CCN1CCN(C)CC1. RXN SMILES: [CH3:1][N:2]1[CH2:3][CH2:4][NH:5][CH2:6][CH2:7]1.[CH3:50][C:51]#[N:52].[Cl:14][c:15]1[c:16]2[c:17]([n:18][cH:19][cH:20]1)[n:21]([S:40](=[O:41])(=[O:42])[c:43]1[cH:44][cH:45][c:46]([CH3:49])[cH:47][cH:48]1)[c:22](-[c:24]1[cH:25][n:26]([CH2:37][CH2:38][I:39])[c:27]3[c:28]1[n:29][c:30]([O:35][CH3:36])[c:31]([O:33][CH3:34])[cH:32]3)[cH:23]2.[K+:8].[K+:9].[O-:10][C:11]([O-:12])=[O:13]>>[CH3:1][N:2]1[CH2:3][CH2:4][N:5]([CH2:38][CH2:37][n:26]2[cH:25][c:24](-[c:22]3[n:21]([S:40](=[O:41])(=[O:42])[c:43]4[cH:44][cH:45][c:46]([CH3:49])[cH:47][cH:48]4)[c:17]4[c:16]([c:15]([Cl:14])[cH:20][cH:19][n:18]4)[cH:23]3)[c:28]3[c:27]2[cH:32][c:31]([O:33][CH3:34])[c:30]([O:35][CH3:36])[n:29]3)[CH2:6][CH2:7]1. Starting materials: C(CCC)N1C=NC=2N(C(NC(C12)=O)=O)CC (7-butyl-3-ethylxanthine), ClCCCCC(C)(C)O (1-chloro-5-hydroxy-5-methylhexane). Yields the product C(CCC)N1C=NC=2N(C(N(C(C12)=O)CCCCC(C)(C)O)=O)CC (7-Butyl-3-ethyl-1-(5-hydroxy-5-methylhexyl)-xanthine). RXN SMILES: [CH2:1]([N:5]1[C:13]2[C:12](=[O:14])[NH:11][C:10](=[O:15])[N:9]([CH2:16][CH3:17])[C:8]=2[N:7]=[CH:6]1)[CH2:2][CH2:3][CH3:4].Cl[CH2:19][CH2:20][CH2:21][CH2:22][C:23]([OH:26])([CH3:25])[CH3:24]>>[CH2:1]([N:5]1[C:13]2[C:12](=[O:14])[N:11]([CH2:19][CH2:20][CH2:21][CH2:22][C:23]([OH:26])([CH3:25])[CH3:24])[C:10](=[O:15])[N:9]([CH2:16][CH3:17])[C:8]=2[N:7]=[CH:6]1)[CH2:2][CH2:3][CH3:4]. Procedure: According to Example 1 7-butyl-3-ethylxanthine was reacted with 1-chloro-5-hydroxy-5-methylhexane; after isolation the final product was recrystallized from a mixture of ethyl acetate and petroleum ether. Starting materials: C1COCCN1, O=C(Nc1ccc(Cl)c(C(F)(F)F)c1)N(O)c1ccc(-n2cnc3c(Cl)ncnc32)cc1. Yields the product O=C(Nc1ccc(Cl)c(C(F)(F)F)c1)N(O)c1ccc(-n2cnc3c(N4CCOCC4)ncnc32)cc1. As a reaction SMILES: [CH2:33]1[CH2:34][O:35][CH2:36][CH2:37][NH:38]1.[Cl:1][c:2]1[c:3]2[n:4][cH:5][n:6](-[c:11]3[cH:12][cH:13][c:14]([N:17]([C:18](=[O:19])[NH:20][c:21]4[cH:22][c:23]([C:28]([F:29])([F:30])[F:31])[c:24]([Cl:27])[cH:25][cH:26]4)[OH:32])[cH:15][cH:16]3)[c:7]2[n:8][cH:9][n:10]1>>[c:2]1([N:38]2[CH2:33][CH2:34][O:35][CH2:36][CH2:37]2)[c:3]2[n:4][cH:5][n:6](-[c:11]3[cH:12][cH:13][c:14]([N:17]([C:18](=[O:19])[NH:20][c:21]4[cH:22][c:23]([C:28]([F:29])([F:30])[F:31])[c:24]([Cl:27])[cH:25][cH:26]4)[OH:32])[cH:15][cH:16]3)[c:7]2[n:8][cH:9][n:10]1. Reactants: Br, OC(c1ccc2c(c1)OCO2)C1CCC(CCc2ccccc2)N1, ClCCl, Cl, O=C(O)C(F)(F)F. The product is OC(c1ccc2c(c1)OCO2)C1CCC(CCc2ccccc2)N1, O=C(O)C(F)(F)F. As a reaction SMILES: [BrH:26].[CH2:1]([CH2:2][c:3]1[cH:4][cH:5][cH:6][cH:7][cH:8]1)[CH:9]1[NH:10][CH:11]([CH:14]([c:15]2[cH:16][c:17]3[c:18]([cH:19][cH:20]2)[O:21][CH2:22][O:23]3)[OH:24])[CH2:12][CH2:13]1.[Cl:34][CH2:35][Cl:36].[ClH:25].[OH:27][C:28](=[O:29])[C:30]([F:31])([F:32])[F:33]>>[CH2:1]([CH2:2][c:3]1[cH:4][cH:5][cH:6][cH:7][cH:8]1)[CH:9]1[NH:10][CH:11]([CH:14]([c:15]2[cH:16][c:17]3[c:18]([cH:19][cH:20]2)[O:21][CH2:22][O:23]3)[OH:24])[CH2:12][CH2:13]1.[O:27]=[C:28]([OH:29])[C:30]([F:31])([F:32])[F:33]. Reactants: CC(C=CC1=CC=C(C=C1)Cl)(COCC1=CC(=CC=C1)OC1=CC=CC=C1)C (3,3-dimethyl-1-(4-chlorophenyl)-4-(3-phenoxybenzyloxy)but-1-ene). Reagents/catalysts: [Pd] (Palladium on carbon). The solvent is C(C)OC(C)=O (ethylacetate). The product is CC(CCC1=CC=C(C=C1)Cl)(COCC1=CC(=CC=C1)OC1=CC=CC=C1)C (3,3-dimethyl-1-(4-chlorophenyl)-4-(3phenoxybenzyloxy)butane). Yield: 53.1%. As a reaction SMILES: [CH3:1][C:2]([CH3:28])([CH2:12][O:13][CH2:14][C:15]1[CH:20]=[CH:19][CH:18]=[C:17]([O:21][C:22]2[CH:27]=[CH:26][CH:25]=[CH:24][CH:23]=2)[CH:16]=1)[CH:3]=[CH:4][C:5]1[CH:10]=[CH:9][C:8]([Cl:11])=[CH:7][CH:6]=1>[Pd].C(OC(=O)C)C>[CH3:1][C:2]([CH3:28])([CH2:12][O:13][CH2:14][C:15]1[CH:20]=[CH:19][CH:18]=[C:17]([O:21][C:22]2[CH:23]=[CH:24][CH:25]=[CH:26][CH:27]=2)[CH:16]=1)[CH2:3][CH2:4][C:5]1[CH:6]=[CH:7][C:8]([Cl:11])=[CH:9][CH:10]=1. Reported procedure: 1% (by weight) Palladium on carbon (0.15 g) was added to a solution of 3,3-dimethyl-1-(4-chlorophenyl)-4-(3-phenoxybenzyloxy)but-1-ene (0.3 g) in ethylacetate (15 cm3). The stirred reaction mixture was then kept under an atmosphere of hydrogen until the uptake of gas had ceased. The reaction mixture was then removed from the hydrogenation apparatus, filtered, and the filtrate concentrated by removal of the solvent by evaporation. The crude residual oil was purified by column chromatography using... As a reaction SMILES: [NH:1]1[CH2:6][CH2:5][CH:4]([CH2:7][OH:8])[CH2:3][CH2:2]1.[CH:9]([C:11]1([C:16]([O:18][CH3:19])=[O:17])[CH2:15][CH2:14][CH2:13][CH2:12]1)=O.C(C1(C(OC)=O)CCC1)=O>>[OH:8][CH2:7][CH:4]1[CH2:5][CH2:6][N:1]([CH2:9][C:11]2([C:16]([O:18][CH3:19])=[O:17])[CH2:15][CH2:14][CH2:13][CH2:12]2)[CH2:2][CH2:3]1. The reactants are N1CCC(CC1)CO (piperidin-4-ylmethanol), C(=O)C1(CCCC1)C(=O)OC (methyl 1-formylcyclopentanecarboxylate), C(=O)C1(CCC1)C(=O)OC (methyl 1-formylcyclobutanecarboxylate). Product: OCC1CCN(CC1)CC1(CCCC1)C(=O)OC (Methyl 1-{[4-(hydroxymethyl)piperidin-1-yl]methyl}cyclopentanecarboxylate). Procedure details: The title compound was prepared according to the procedure described in Step 3 of EXAMPLE 2 using piperidin-4-ylmethanol and methyl 1-formylcyclopentanecarboxylate (Synthesis, 1997, 32) instead of 3-(piperidin-4-ylmethoxy)-4-(2,2,2-trifluoroethoxy)-1,2-benzisoxazole and methyl 1-formylcyclobutanecarboxylate. Reactants: FC1=C(COCCCCBr)C=C(C=C1)Br (4-(2-fluoro-5-bromobenzyloxy)butyl bromide), N1CCCCC1 (piperidine). Run in C(Cl)Cl (methylene chloride), O1CCCC1 (tetrahydrofuran). Run at time 24 hour. Product: N1(CCCCC1)CCCCOCC1=C(C=CC(=C1)Br)F (1-(piperidin-1-yl)-4-(2-fluoro-5-bromobenzyloxy)butane). As a reaction SMILES: [F:1][C:2]1[CH:14]=[CH:13][C:12]([Br:15])=[CH:11][C:3]=1[CH2:4][O:5][CH2:6][CH2:7][CH2:8][CH2:9]Br.[NH:16]1[CH2:21][CH2:20][CH2:19][CH2:18][CH2:17]1>O1CCCC1.C(Cl)Cl>[N:16]1([CH2:9][CH2:8][CH2:7][CH2:6][O:5][CH2:4][C:3]2[CH:11]=[C:12]([Br:15])[CH:13]=[CH:14][C:2]=2[F:1])[CH2:21][CH2:20][CH2:19][CH2:18][CH2:17]1. Procedure details: A solution of 4-(2-fluoro-5-bromobenzyloxy)butyl bromide (520 mg, 1.53 mmol) in tetrahydrofuran (8 ml) was treated with piperidine (1.5 ml, 15.3 mmol). The resulting reaction mixture was stirred for about 24 hours. The reaction mixture was then diluted with methylene chloride and washed with saturated sodium bicarbonate. The organic fraction was dried over sodium sulfate and the solvents were removed in vacuo. The desired title intermediate was further purified by radial chromatography.